This data is from the Open Reaction Database (ORD), a public repository of structured organic reaction records. The task is: describe an organic reaction: reactants, conditions, products, and yield Reactants: CCOC(C)=O, CC(C)(CO)NC(C(=O)[O-])C(C)(C)C, CO, CCO, Cl. The product is CCC(NC(C)(C)CO)C(=O)O, Cl. As a reaction SMILES: [C:18]([O:19][CH2:20][CH3:21])(=[O:22])[CH3:23].[C:1]([CH3:2])([CH3:3])([CH3:4])[CH:5]([C:6](=[O:7])[O-:8])[NH:9][C:10]([CH2:11][OH:12])([CH3:13])[CH3:14].[CH3:16][OH:17].[CH3:24][CH2:25][OH:26].[ClH:15]>>[CH2:1]([CH3:2])[CH:5]([C:6](=[O:7])[OH:8])[NH:9][C:10]([CH2:11][OH:12])([CH3:13])[CH3:14].[ClH:15].